From a dataset of the Open Reaction Database (ORD), a public repository of structured organic reaction records. describe an organic reaction: reactants, conditions, products, and yield Starting materials: CCO, CCOC(C)=O, Nc1nc(NC(=O)c2ccc(Cl)nc2)c([N+](=O)[O-])c(-c2ccco2)n1. Product: Nc1nc(NC(=O)c2ccc(Cl)nc2)c(N)c(-c2ccco2)n1. RXN SMILES: [CH3:26][CH2:27][OH:28].[CH3:29][CH2:30][O:31][C:32]([CH3:33])=[O:34].[NH2:1][c:2]1[n:3][c:4](-[c:21]2[o:22][cH:23][cH:24][cH:25]2)[c:5]([N+:18]([O-:19])=[O:20])[c:6]([NH:8][C:9](=[O:10])[c:11]2[cH:12][n:13][c:14]([Cl:17])[cH:15][cH:16]2)[n:7]1>>[NH2:1][c:2]1[n:3][c:4](-[c:21]2[o:22][cH:23][cH:24][cH:25]2)[c:5]([NH2:18])[c:6]([NH:8][C:9](=[O:10])[c:11]2[cH:12][n:13][c:14]([Cl:17])[cH:15][cH:16]2)[n:7]1.